Dataset: the Open Reaction Database (ORD), a public repository of structured organic reaction records. Task: describe an organic reaction: reactants, conditions, products, and yield Reactants: [O-]CC.[Na+] (sodium ethoxide), [Na] (sodium), OC1=CC=C(C=C1)NC(=O)N(OC)C (N-(4-hydroxyphenyl)-N'-methyl-N'-methoxyurea), COC1=C(CCl)C=CC=C1 (2-methoxybenzyl chloride). The solvent is C(C)O (ethanol), CN(C=O)C (N,N-dimethylformamide), O (water). Product: COC1=C(COC2=CC=C(C=C2)NC(=O)N(OC)C)C=CC=C1 (N-[4-(2-methoxybenzyloxy)-phenyl]-N'-methyl-N'-methoxyurea). As a reaction SMILES: [O-]CC.[Na+].[Na].[OH:6][C:7]1[CH:12]=[CH:11][C:10]([NH:13][C:14]([N:16]([CH3:19])[O:17][CH3:18])=[O:15])=[CH:9][CH:8]=1.[CH3:20][O:21][C:22]1[CH:29]=[CH:28][CH:27]=[CH:26][C:23]=1[CH2:24]Cl>CN(C)C=O.O.C(O)C>[CH3:20][O:21][C:22]1[CH:29]=[CH:28][CH:27]=[CH:26][C:23]=1[CH2:24][O:6][C:7]1[CH:12]=[CH:11][C:10]([NH:13][C:14]([N:16]([CH3:19])[O:17][CH3:18])=[O:15])=[CH:9][CH:8]=1 |f:0.1,^1:4|. Procedure: To an ethanolic solution of sodium ethoxide prepared from ethanol (200 ml) and sodium (2.5 g), N-(4-hydroxyphenyl)-N'-methyl-N'-methoxyurea (20 g) is added, and a solution of 2-methoxybenzyl chloride (17 g) in N,N-dimethylformamide (50 ml) is added dropwise thereto. The reaction mixture is gradually heated, kept under reflux for 3 hours and cooled to room temperature. The reaction mixture is poured onto cold water (1 liter). The precipitated crystals are collected by filtration, washed with wate... Reactants: CC1(NC(=O)OCc2ccccc2)CCN(c2nccc(C(F)(F)F)n2)CC1, CC#N. Yields the product CC1(N)CCN(c2nccc(C(F)(F)F)n2)CC1. Reaction SMILES: [CH2:1]([O:2][C:3](=[O:4])[NH:10][C:11]1([CH3:27])[CH2:12][CH2:13][N:14]([c:17]2[n:18][cH:19][cH:20][c:21]([C:23]([F:24])([F:25])[F:26])[n:22]2)[CH2:15][CH2:16]1)[c:5]1[cH:6][cH:7][cH:8][cH:9][cH:28]1.[CH3:29][C:30]#[N:31]>>[NH2:10][C:11]1([CH3:27])[CH2:12][CH2:13][N:14]([c:17]2[n:18][cH:19][cH:20][c:21]([C:23]([F:24])([F:25])[F:26])[n:22]2)[CH2:15][CH2:16]1. Reported procedure: 195 g of ethyl bromoacetylglyoxylate are added dropwise to a solution of 66 g of thiourea in 450 ml of water and 450 ml of ethanol at 5° and after the addition has ended, the mixture is stirred at room temperature for 30 minutes and at 50° for 30 minutes and, after adding active charcoal, the resulting reaction mixture is then filtered. The filtrate is brought to pH 7 by adding sodium bicarbonate solution, whereupon ethyl 2-amino-thiazol-4-ylglyoxylate crystallizes out in crystals of melting poi... Solvent: O (water), C(C)O (ethanol). Yields the product NC=1SC=C(N1)C(C(=O)OCC)=O (Ethyl 2-amino-thiazol-4-yl-glyoxylate). Reaction conditions: time 30 minute. Reaction SMILES: Br[CH2:2][C:3]([C:5](=[O:11])[C:6]([O:8][CH2:9][CH3:10])=[O:7])=O.[NH2:12][C:13]([NH2:15])=[S:14].C>O.C(O)C>[NH2:15][C:13]1[S:14][CH:2]=[C:3]([C:5](=[O:11])[C:6]([O:8][CH2:9][CH3:10])=[O:7])[N:12]=1. The reactants are BrCC(=O)C(C(=O)OCC)=O (ethyl bromoacetylglyoxylate), NC(=S)N (thiourea), C (charcoal). The reactants are COC(=O)c1ccc(NC(C)=O)c(OCCO)c1, CCOC(C)=O, Cl, [Na+], [OH-]. Yields the product CC(=O)Nc1ccc(C(=O)O)cc1OCCO. As a reaction SMILES: [C:1]([CH3:2])(=[O:3])[NH:4][c:5]1[c:6]([O:15][CH2:16][CH2:17][OH:18])[cH:7][c:8]([C:9](=[O:10])[O:11][CH3:12])[cH:13][cH:14]1.[CH3:22][CH2:23][O:24][C:25](=[O:26])[CH3:27].[ClH:21].[Na+:20].[OH-:19]>>[C:1]([CH3:2])(=[O:3])[NH:4][c:5]1[c:6]([O:15][CH2:16][CH2:17][OH:18])[cH:7][c:8]([C:9](=[O:10])[OH:11])[cH:13][cH:14]1. Starting materials: C(C)(=O)O (acetic acid), CC([C@@H](C(=O)NC)NC(=O)C=1N=C(N2C1CNCC2)C2=CC=CC=C2)(C)C ((S)-N-(3,3-dimethyl-1-(methylamino)-1-oxobutan-2-yl)-3-phenyl-5,6,7,8-tetrahydroimidazo[1,5-a]pyrazine-1-carboxamide), C(#N)[BH3-].[Na+] (sodium cyanoborohydride), C(C)OC1(CC1)O[Si](C)(C)C ((1-ethoxycyclopropoxy)trimethylsilane). Solvent: CO (methanol). Reaction conditions: temperature 60 celsius. Yields the product C1(CC1)N1CC=2N(CC1)C(=NC2C(=O)N[C@H](C(=O)NC)C(C)(C)C)C2=CC=CC=C2 ((S)-7-cyclopropyl-N-(3,3-dimethyl-1-(methylamino)-1-oxobutan-2-yl)-3-phenyl-5,6,7,8-tetrahydroimidazo[1,5-a]pyrazine-1-carboxamide). RXN SMILES: [CH3:1][C:2]([CH3:27])([CH3:26])[C@H:3]([NH:8][C:9]([C:11]1[N:12]=[C:13]([C:20]2[CH:25]=[CH:24][CH:23]=[CH:22][CH:21]=2)[N:14]2[CH2:19][CH2:18][NH:17][CH2:16][C:15]=12)=[O:10])[C:4]([NH:6][CH3:7])=[O:5].C(O[C:31]1(O[Si](C)(C)C)[CH2:33][CH2:32]1)C.C([BH3-])#N.[Na+].C(O)(=O)C>CO>[CH:31]1([N:17]2[CH2:18][CH2:19][N:14]3[C:13]([C:20]4[CH:21]=[CH:22][CH:23]=[CH:24][CH:25]=4)=[N:12][C:11]([C:9]([NH:8][C@@H:3]([C:2]([CH3:27])([CH3:26])[CH3:1])[C:4]([NH:6][CH3:7])=[O:5])=[O:10])=[C:15]3[CH2:16]2)[CH2:33][CH2:32]1 |f:2.3|. Procedure: Compound 2 (60 mg, 0.16 mmol) was dissolved in methanol and (1-ethoxycyclopropoxy)trimethylsilane (170 mg, 0.94 mmol) was added followed by sodium cyanoborohydride (46 mg, 0.73 mmol) and acetic acid (98 mg, 1.62 mmol). The reaction mixture was heated at 60° C. overnight, cooled down to room temperature, filtered and concentrated.